The task is: describe an organic reaction: reactants, conditions, products, and yield. This data is from the Open Reaction Database (ORD), a public repository of structured organic reaction records. The reactants are Cl.C12CNCC(CC1)O2 (8-oxa-3-azabicyclo[3.2.1]octane hydrochloride), ClC1=NC(=NC(=N1)Cl)N1CCC(CC1)=O (1-(4,6-dichloro-1,3,5-triazin-2-yl)piperidin-4-one), C([O-])([O-])=O.[Na+].[Na+] (sodium carbonate). Solvent: CC(=O)C (acetone). Conditions: temperature 80 celsius, time 2 hour. The product is C12CN(CC(CC1)O2)C2=NC(=NC(=N2)Cl)N2CCC(CC2)=O (1-(4-(8-oxa-3-azabicyclo[3.2.1]octan-3-yl)-6-chloro-1,3,5-triazin-2-yl)piperidin-4-one). RXN SMILES: Cl.[CH:2]12[O:9][CH:6]([CH2:7][CH2:8]1)[CH2:5][NH:4][CH2:3]2.[Cl:10][C:11]1[N:16]=[C:15](Cl)[N:14]=[C:13]([N:18]2[CH2:23][CH2:22][C:21](=[O:24])[CH2:20][CH2:19]2)[N:12]=1.C(=O)([O-])[O-].[Na+].[Na+]>CC(C)=O>[CH:6]12[O:9][CH:2]([CH2:8][CH2:7]1)[CH2:3][N:4]([C:15]1[N:16]=[C:11]([Cl:10])[N:12]=[C:13]([N:18]3[CH2:23][CH2:22][C:21](=[O:24])[CH2:20][CH2:19]3)[N:14]=1)[CH2:5]2 |f:0.1,3.4.5|. Procedure details: To an aqueous solution of 8-oxa-3-azabicyclo[3.2.1]octane hydrochloride (66 mL) was added 1-(4,6-dichloro-1,3,5-triazin-2-yl)piperidin-4-one (2.7 g, 11 mmol) as a suspension in acetone (40 mL). To the mixture was added solid sodium carbonate (2.5 g, 24 mmol). The suspension was stirred at 80° C. for two hours and then allowed to cool to room temperature. The title compound was collected by filtration, washed with water, and dried under vacuum; MS (ES+) 324.4 (M+H)+ Starting materials: C(C)(C)N1CCN(CC1)C1=CC=C(C=O)C=C1 (4-(4-isopropylpiperazin-1-yl)benzaldehyde), OS(=O)[O-].[Na+] (NaHSO3), CC=1C=CC(=CC1)S(=O)(=O)O (p-TsOH), NC1=C(C(=O)N)C=CC=C1OC (2-amino-3-methoxybenzamide). Run in CC(=O)N(C)C (DMA), O (H2O), C(=O)(O)[O-].[Na+] (NaHCO3). Conditions: temperature 120 celsius, time 8 hour. Product: C(C)(C)N1CCN(CC1)C1=CC=C(C=C1)C1=NC2=C(C=CC=C2C(N1)=O)OC (2-(4-(4-Isopropylpiperazin-1-yl)phenyl)-8-methoxyquinazolin-4(3H)-one). Yield: 15.4%. RXN SMILES: [CH:1]([N:4]1[CH2:9][CH2:8][N:7]([C:10]2[CH:17]=[CH:16][C:13]([CH:14]=O)=[CH:12][CH:11]=2)[CH2:6][CH2:5]1)([CH3:3])[CH3:2].OS([O-])=O.[Na+].CC1C=CC(S(O)(=O)=O)=CC=1.[NH2:34][C:35]1[C:43]([O:44][CH3:45])=[CH:42][CH:41]=[CH:40][C:36]=1[C:37]([NH2:39])=[O:38]>CC(N(C)C)=O.O.C([O-])(O)=O.[Na+]>[CH:1]([N:4]1[CH2:9][CH2:8][N:7]([C:10]2[CH:17]=[CH:16][C:13]([C:14]3[NH:39][C:37](=[O:38])[C:36]4[C:35](=[C:43]([O:44][CH3:45])[CH:42]=[CH:41][CH:40]=4)[N:34]=3)=[CH:12][CH:11]=2)[CH2:6][CH2:5]1)([CH3:3])[CH3:2] |f:1.2,7.8|. Reported procedure: A mixture of 4-(4-isopropylpiperazin-1-yl)benzaldehyde (0.562 g, 2.40 mmol), NaHSO3 (0.310 g, 2.90 mmol), and p-TsOH (0.046 g, 0.24 mmol) was added to a solution of 2-amino-3-methoxybenzamide (0.400 g, 2.40 mmol) in DMA (15 mL). The reaction was stirred at 120° C. overnight. The mixture was diluted with H2O and saturated NaHCO3 and extracted with CH2Cl2. The organics were washed with brine, dried (Na2SO4), filtered and concentrated in vacuo. Purification by flash chromatography on silica gel elu... Reactants: Cc1cc2c(cc1Br)[nH]c(=O)n2C1CCN(C(=O)OC(C)(C)C)CC1, ClCCl, O=C(O)C(F)(F)F. Product: Cc1cc2c(cc1Br)[nH]c(=O)n2C1CCNCC1. As a reaction SMILES: [Br:1][c:2]1[cH:3][c:4]2[c:5]([n:6]([CH:10]3[CH2:11][CH2:12][N:13]([C:16]([O:17][C:18]([CH3:19])([CH3:20])[CH3:21])=[O:22])[CH2:14][CH2:15]3)[c:7](=[O:9])[nH:8]2)[cH:23][c:24]1[CH3:25].[Cl:33][CH2:34][Cl:35].[OH:26][C:27]([C:28]([F:29])([F:30])[F:31])=[O:32]>>[Br:1][c:2]1[cH:3][c:4]2[c:5]([n:6]([CH:10]3[CH2:11][CH2:12][NH:13][CH2:14][CH2:15]3)[c:7](=[O:9])[nH:8]2)[cH:23][c:24]1[CH3:25].